Dataset: the Open Reaction Database (ORD), a public repository of structured organic reaction records. Task: describe an organic reaction: reactants, conditions, products, and yield The reactants are C1CCOC1, C[Si](C)(C)[N-][Si](C)(C)C, Fc1ncccc1-c1ncnc2c1ncn2C1CCCCO1, [Li+], COc1ccc(N)cn1. The product is COc1ccc(Nc2ncccc2-c2ncnc3c2ncn3C2CCCCO2)cn1. RXN SMILES: [CH2:42]1[O:43][CH2:44][CH2:45][CH2:46]1.[CH3:33][Si:34]([N-:35][Si:36]([CH3:37])([CH3:38])[CH3:39])([CH3:40])[CH3:41].[F:1][c:2]1[n:3][cH:4][cH:5][cH:6][c:7]1-[c:8]1[c:9]2[n:10][cH:11][n:12]([CH:17]3[O:18][CH2:19][CH2:20][CH2:21][CH2:22]3)[c:13]2[n:14][cH:15][n:16]1.[Li+:32].[NH2:23][c:24]1[cH:25][n:26][c:27]([O:30][CH3:31])[cH:28][cH:29]1>>[c:2]1([NH:23][c:24]2[cH:25][n:26][c:27]([O:30][CH3:31])[cH:28][cH:29]2)[n:3][cH:4][cH:5][cH:6][c:7]1-[c:8]1[c:9]2[n:10][cH:11][n:12]([CH:17]3[O:18][CH2:19][CH2:20][CH2:21][CH2:22]3)[c:13]2[n:14][cH:15][n:16]1. Reactants: C1(=CC=CC2=CC=CC=C12)OC[C@@H]1CO1 ((S)-(+)-glycidyl naphthyl ether), C(C)(C)N (isopropylamine). Run in CO (methanol). The product is CC(C)NC[C@@H](COC1=CC=CC2=CC=CC=C21)O (1-propranolol). The yield is 92.6%. As a reaction SMILES: [C:1]1([O:11][CH2:12][C@H:13]2[O:15][CH2:14]2)[C:10]2[C:5](=[CH:6][CH:7]=[CH:8][CH:9]=2)[CH:4]=[CH:3][CH:2]=1.[CH:16]([NH2:19])([CH3:18])[CH3:17]>CO>[CH3:17][CH:16]([NH:19][CH2:14][C@H:13]([OH:15])[CH2:12][O:11][C:1]1[C:10]2[C:5](=[CH:6][CH:7]=[CH:8][CH:9]=2)[CH:4]=[CH:3][CH:2]=1)[CH3:18]. Procedure details: A solution of (S)-(+)-glycidyl naphthyl ether (20 g, 0.1 m) and isopropylamine (10 g, 0.17 m) in methanol (100 mL) was refluxed for 1 hour and evaporated to dryness. The residue was taken up with ether (200 mL), washed with water and dried over MgSO4. After filtering, the filtrate was acidified with gaseous HCl. The crude solid was recrystallized from ethanol to afford 24 g (81%) of pure 1-propranolol, mp 198°-200° C., [α]D25 -26.8 (c 1, EtOH). NMR and IR were consistent with the assigned struct... Reactants: BrC(Br)(Br)Br, ClCCl, N#Cc1ccc(CCCO)cc1, c1ccc(P(c2ccccc2)c2ccccc2)cc1. The product is N#Cc1ccc(CCCBr)cc1. Reaction SMILES: [Br:32][C:33]([Br:34])([Br:35])[Br:36].[Cl:37][CH2:38][Cl:39].[OH:1][CH2:2][CH2:3][CH2:4][c:5]1[cH:6][cH:7][c:8]([C:9]#[N:10])[cH:11][cH:12]1.[c:13]1([P:14]([c:15]2[cH:16][cH:17][cH:18][cH:19][cH:20]2)[c:21]2[cH:22][cH:23][cH:24][cH:25][cH:26]2)[cH:27][cH:28][cH:29][cH:30][cH:31]1>>[CH2:2]([CH2:3][CH2:4][c:5]1[cH:6][cH:7][c:8]([C:9]#[N:10])[cH:11][cH:12]1)[Br:32]. Reactants: B (borane), [N+](=O)([O-])C1=C(C=CC=C1C(=O)O)C(=O)O (2-nitro-1,3-benzenedicarboxylic acid), CO (Methanol). The solvent is O1CCCC1 (tetrahydrofuran), O1CCCC1 (tetrahydrofuran). Conditions: temperature 25 celsius, time 36 hour. The product is [N+](=O)([O-])C1=C(C=CC=C1CO)CO (2-nitro-1,3-benzenedimethanol). As a reaction SMILES: [N+:1]([C:4]1[C:9]([C:10](O)=[O:11])=[CH:8][CH:7]=[CH:6][C:5]=1[C:13](O)=[O:14])([O-:3])=[O:2].B.CO>O1CCCC1>[N+:1]([C:4]1[C:9]([CH2:10][OH:11])=[CH:8][CH:7]=[CH:6][C:5]=1[CH2:13][OH:14])([O-:3])=[O:2]. Procedure details: A solution of 2-nitro-1,3-benzenedicarboxylic acid (12.7 g, 0.06 mole) in tetrahydrofuran (60 ml) is cooled to 0° C. and 1N borane:tetrahydrofuran (300 ml, 0.3 mole) is added dropwise over one hour. The mixture is allowed to warm slowly to 25° C. and is stirred for 36 hours. Methanol (50 ml) is added slowly, the mixture is filtered and evaporated. The residue is dissolved in ethyl acetate (100 ml) and washed with water (25 ml), dried (MgSO4), filtered, and evaporated to yield a yellow solid. Thi... Yield: 65.3%. Procedure: (2R)-1-Amino-3-[4-(3,4-dichlorophenoxy)piperidin-1-yl]propan-2-ol (0.1 g) in pyridine (2 ml) was treated with 1-oxo-1,2-dihydroisoquinoline-4-sulfonyl chloride (0.11 g) and the mixture was stirred at ambient temperature for 18 h. After further additions of the sulfonyl chloride (0.05 g) and stirring for 24 h the solvent was evaporated. Purification by column chromatography and reverse phase HPLC (symmetry C8 column and acetonitrile/0.1% aqueous ammonium acetate) yielded the title compound as a w... The reactants are NC[C@H](CN1CCC(CC1)OC1=CC(=C(C=C1)Cl)Cl)O ((2R)-1-Amino-3-[4-(3,4-dichlorophenoxy)piperidin-1-yl]propan-2-ol), O=C1NC=C(C2=CC=CC=C12)S(=O)(=O)Cl (1-oxo-1,2-dihydroisoquinoline-4-sulfonyl chloride), S(=O)(=O)(Cl)Cl (sulfonyl chloride). Conditions: time 18 hour. RXN SMILES: [NH2:1][CH2:2][C@@H:3]([OH:20])[CH2:4][N:5]1[CH2:10][CH2:9][CH:8]([O:11][C:12]2[CH:17]=[CH:16][C:15]([Cl:18])=[C:14]([Cl:19])[CH:13]=2)[CH2:7][CH2:6]1.[O:21]=[C:22]1[C:31]2[C:26](=[CH:27][CH:28]=[CH:29][CH:30]=2)[C:25]([S:32](Cl)(=[O:34])=[O:33])=[CH:24][NH:23]1.S(Cl)(Cl)(=O)=O>N1C=CC=CC=1>[C:12]([OH:21])(=[O:11])[CH3:17].[Cl:19][C:14]1[CH:13]=[C:12]([CH:17]=[CH:16][C:15]=1[Cl:18])[O:11][CH:8]1[CH2:9][CH2:10][N:5]([CH2:4][C@H:3]([OH:20])[CH2:2][NH:1][S:32]([C:25]2[C:26]3[C:31](=[CH:30][CH:29]=[CH:28][CH:27]=3)[C:22](=[O:21])[NH:23][CH:24]=2)(=[O:33])=[O:34])[CH2:6][CH2:7]1 |f:4.5|. The solvent is N1=CC=CC=C1 (pyridine). Yields the product C(C)(=O)O.ClC=1C=C(OC2CCN(CC2)C[C@@H](CNS(=O)(=O)C2=CNC(C3=CC=CC=C23)=O)O)C=CC1Cl (N-{(2S)-3-[4-(3,4-Dichlorophenoxy)piperidin-1-yl]-2-hydroxypropyl}-1-oxo-1,2-dihydroisoquinoline-4-sulfonamide acetate salt). Starting materials: COCCNC(=O)c1ccc(C(=O)NN)s1, CC(=O)c1csc(-c2ccc(Cl)c(Cl)c2)c1O. The product is COCCNC(=O)c1ccc(C(=O)NN=C(C)c2csc(-c3ccc(Cl)c(Cl)c3)c2O)s1. RXN SMILES: [CH3:18][O:19][CH2:20][CH2:21][NH:22][C:23](=[O:24])[c:25]1[s:26][c:27]([C:30](=[O:31])[NH:32][NH2:33])[cH:28][cH:29]1.[Cl:1][c:2]1[cH:3][c:4](-[c:9]2[s:10][cH:11][c:12]([C:15](=[O:16])[CH3:17])[c:13]2[OH:14])[cH:5][cH:6][c:7]1[Cl:8]>>[Cl:1][c:2]1[cH:3][c:4](-[c:9]2[s:10][cH:11][c:12]([C:15]([CH3:17])=[N:33][NH:32][C:30]([c:27]3[s:26][c:25]([C:23]([NH:22][CH2:21][CH2:20][O:19][CH3:18])=[O:24])[cH:29][cH:28]3)=[O:31])[c:13]2[OH:14])[cH:5][cH:6][c:7]1[Cl:8]. Starting materials: C(C1=CC=CC=C1)OC1=C(C=O)C=C(C=C1)Br (2-benzyloxy-5-bromobenzaldehyde), Cl.NO (hydroxylamine hydrochloride). The solvent is N1=CC=CC=C1 (pyridine). Reaction conditions: temperature 75 celsius. Yields the product C(C1=CC=CC=C1)OC1=C(C=NO)C=C(C=C1)Br (2-benzyloxy-5-bromobenzaldehyde oxime). Yield: 142.6%. As a reaction SMILES: [CH2:1]([O:8][C:9]1[CH:16]=[CH:15][C:14]([Br:17])=[CH:13][C:10]=1[CH:11]=O)[C:2]1[CH:7]=[CH:6][CH:5]=[CH:4][CH:3]=1.Cl.[NH2:19][OH:20]>N1C=CC=CC=1>[CH2:1]([O:8][C:9]1[CH:16]=[CH:15][C:14]([Br:17])=[CH:13][C:10]=1[CH:11]=[N:19][OH:20])[C:2]1[CH:7]=[CH:6][CH:5]=[CH:4][CH:3]=1 |f:1.2|. Procedure: A mixture of 2-benzyloxy-5-bromobenzaldehyde (20 g) and hydroxylamine hydrochloride (9.55 g) in pyridine (50 ml) was heated at 75° C. for 45 minutes. The solvent was evaporated and the residue purified by chromatography, eluting with dichloromethane, to give 2-benzyloxy-5-bromobenzaldehyde oxime (30 g) (mp 132°-134° C.). The reactants are ClC1=CC=C(C(=N1)C=1C=C2C(=CC=NC2=CN1)N1C[C@H](CCC1)NC(OC(C)(C)C)=O)[N+](=O)[O-] ((S)-tert-butyl 1-(6-(6-chloro-3-nitropyridin-2-yl)-1,7-naphthyridin-4-yl)piperidin-3-ylcarbamate). The reagents and catalysts are [Fe] (iron). Solvent: C(C)(=O)O (acetic acid). Yields the product NC=1C(=NC(=CC1)Cl)C=1C=C2C(=CC=NC2=CN1)N1C[C@H](CCC1)NC(OC(C)(C)C)=O ((S)-tert-butyl 1-(6-(3-amino-6-chloropyridin-2-yl)-1,7-naphthyridin-4-yl)piperidin-3-ylcarbamate). The yield is 77.0%. RXN SMILES: [Cl:1][C:2]1[N:7]=[C:6]([C:8]2[CH:9]=[C:10]3[C:15](=[CH:16][N:17]=2)[N:14]=[CH:13][CH:12]=[C:11]3[N:18]2[CH2:23][CH2:22][CH2:21][C@H:20]([NH:24][C:25](=[O:31])[O:26][C:27]([CH3:30])([CH3:29])[CH3:28])[CH2:19]2)[C:5]([N+:32]([O-])=O)=[CH:4][CH:3]=1>C(O)(=O)C.[Fe]>[NH2:32][C:5]1[C:6]([C:8]2[CH:9]=[C:10]3[C:15](=[CH:16][N:17]=2)[N:14]=[CH:13][CH:12]=[C:11]3[N:18]2[CH2:23][CH2:22][CH2:21][C@H:20]([NH:24][C:25](=[O:31])[O:26][C:27]([CH3:29])([CH3:28])[CH3:30])[CH2:19]2)=[N:7][C:2]([Cl:1])=[CH:3][CH:4]=1. Procedure: A heterogeneous solution of (S)-tert-butyl 1-(6-(6-chloro-3-nitropyridin-2-yl)-1,7-naphthyridin-4-yl)piperidin-3-ylcarbamate (1.0 eq.) and iron (6.0 eq) in acetic acid, at a concentration of 0.4 M, was stirred vigorously for 14 hours. The mixture was then passed through a celite pad, eluting with MeOH. Upon removal of the volatiles in vacuo, the residue was dissolved in EtOAc, washed with Na2CO3(sat.), NaCl(sat.), was dried over MgSO4, was filtered and the volatiles were removed in vacuo yieldin... Starting materials: Cc1ccc(Br)c(C)n1, CC(c1ccc(B2OC(C)(C)C(C)(C)O2)cc1)N1CCC(CCCO)(c2ccc(F)cc2)OC1=O. Yields the product Cc1ccc(-c2ccc(C(C)N3CCC(CCCO)(c4ccc(F)cc4)OC3=O)cc2)c(C)n1. As a reaction SMILES: [Br:36][c:37]1[c:38]([CH3:44])[n:39][c:40]([CH3:43])[cH:41][cH:42]1.[F:1][c:2]1[cH:3][cH:4][c:5]([C:8]2([CH2:32][CH2:33][CH2:34][OH:35])[CH2:9][CH2:10][N:11]([CH:15]([CH3:16])[c:17]3[cH:18][cH:19][c:20]([B:23]4[O:24][C:25]([CH3:26])([CH3:27])[C:28]([CH3:29])([CH3:30])[O:31]4)[cH:21][cH:22]3)[C:12](=[O:14])[O:13]2)[cH:6][cH:7]1>>[F:1][c:2]1[cH:3][cH:4][c:5]([C:8]2([CH2:32][CH2:33][CH2:34][OH:35])[CH2:9][CH2:10][N:11]([CH:15]([CH3:16])[c:17]3[cH:18][cH:19][c:20](-[c:37]4[c:38]([CH3:44])[n:39][c:40]([CH3:43])[cH:41][cH:42]4)[cH:21][cH:22]3)[C:12](=[O:14])[O:13]2)[cH:6][cH:7]1. Reactants: C(CC)=N[S@@](=O)C(C)(C)C ((S)-2-methyl-propane-2-sulfinic acid propylideneamide), BrC=1C=NC(=NC1)C(F)(F)F (5-bromo-2-trifluoromethyl-pyrimidine), solution, C(CCC)[Li] (n-butyllithium), CCCCCC (hexane), [Cl-].[NH4+] (ammonium chloride), C(CC)=NS(=O)C(C)(C)C (2-Methyl-propane-2-sulfinic acid propylideneamide). Run in C(C)OCC (diethyl ether), C1(=CC=CC=C1)C (toluene). Run at temperature -78 celsius, time 15 minute. The product is FC(C1=NC=C(C=N1)[C@@H](CC)N[S@@](=O)C(C)(C)C)(F)F ((S)-2-methyl-propane-2-sulfinic acid ((R)-1-(2-trifluoromethyl-pyrimidin-5-yl)-propyl)amide). RXN SMILES: Br[C:2]1[CH:3]=[N:4][C:5]([C:8]([F:11])([F:10])[F:9])=[N:6][CH:7]=1.C([Li])CCC.CCCCCC.[CH:23](=[N:26][S@:27]([C:29]([CH3:32])([CH3:31])[CH3:30])=[O:28])[CH2:24][CH3:25].C(=NS(C(C)(C)C)=O)CC.[Cl-].[NH4+]>C(OCC)C.C1(C)C=CC=CC=1>[F:9][C:8]([F:11])([F:10])[C:5]1[N:4]=[CH:3][C:2]([C@H:23]([NH:26][S@:27]([C:29]([CH3:32])([CH3:31])[CH3:30])=[O:28])[CH2:24][CH3:25])=[CH:7][N:6]=1 |f:5.6|. Reported procedure: To a solution of 5-bromo-2-trifluoromethyl-pyrimidine (200 mg, 0.879 mmol) in dry diethyl ether (1.5 ml) at −78° C. was added a 2.5 M solution of n-butyllithium in hexane (0.32 ml, 0.811 mmol) and the mixture was stirred at −78° C. for 15 min. A solution of (S)-2-methyl-propane-2-sulfinic acid propylideneamide (Comp. No. 13b) (110 mg, 0.676 mmol) in dry toluene (1 ml) was added at −78° C., the mixture was stirred for 5 min at −78° C. and then poured into a saturated aqueous ammonium chloride sol...